This data is from the Open Reaction Database (ORD), a public repository of structured organic reaction records. The task is: describe an organic reaction: reactants, conditions, products, and yield Starting materials: C1CCOC1, CCN(C(C)C)C(C)C, Cc1ccc(F)cc1C1NC(=O)CC(c2cc(Cl)ccc2OC(C)(C)CO)C12C(=O)Nc1cc(Cl)ccc12, NCCO, On1nnc2ccccc21. Product: Cc1ccc(F)cc1C1NC(=O)CC(c2cc(Cl)ccc2OC(C)(C)C(=O)NCCO)C12C(=O)Nc1cc(Cl)ccc12. RXN SMILES: [CH2:62]1[O:63][CH2:64][CH2:65][CH2:66]1.[CH:49]([N:50]([CH2:51][CH3:52])[CH:53]([CH3:54])[CH3:55])([CH3:56])[CH3:57].[Cl:1][c:2]1[cH:3][cH:4][c:5]2[c:9]([cH:10]1)[NH:8][C:7](=[O:11])[C:6]21[CH:12]([c:31]2[c:32]([CH3:38])[cH:33][cH:34][c:35]([F:37])[cH:36]2)[NH:13][C:14](=[O:30])[CH2:15][CH:16]1[c:17]1[c:18]([O:24][C:25]([CH2:26][OH:27])([CH3:28])[CH3:29])[cH:19][cH:20][c:21]([Cl:23])[cH:22]1.[NH2:58][CH2:59][CH2:60][OH:61].[OH:39][n:40]1[c:41]2[c:42]([cH:43][cH:44][cH:45][cH:46]2)[n:47][n:48]1>>[Cl:1][c:2]1[cH:3][cH:4][c:5]2[c:9]([cH:10]1)[NH:8][C:7](=[O:11])[C:6]21[CH:12]([c:31]2[c:32]([CH3:38])[cH:33][cH:34][c:35]([F:37])[cH:36]2)[NH:13][C:14](=[O:30])[CH2:15][CH:16]1[c:17]1[c:18]([O:24][C:25]([C:26](=[O:27])[NH:58][CH2:59][CH2:60][OH:61])([CH3:28])[CH3:29])[cH:19][cH:20][c:21]([Cl:23])[cH:22]1. Reactants: COC1=CC=C(CNC2=NC=C(C=C2C=2N=CSC2C2=C(C(=CC=C2)Cl)Cl)C=2C=NC=CC2)C=C1 (N-(4-methoxybenzyl)-3-(5-(2,3-dichlorophenyl)thiazol-4-yl)-5-(pyridin-3-yl)pyridin-2-amine). Solvent: C(=O)(C(F)(F)F)O (TFA). Product: ClC1=C(C=CC=C1Cl)C1=C(N=CS1)C=1C(=NC=C(C1)C=1C=NC=CC1)N (3-(5-(2,3-dichlorophenyl)thiazol-4-yl)-5-(pyridin-3-yl)pyridin-2-amine). The yield is 9.0%. RXN SMILES: COC1C=CC(C[NH:8][C:9]2[C:14]([C:15]3[N:16]=[CH:17][S:18][C:19]=3[C:20]3[CH:25]=[CH:24][CH:23]=[C:22]([Cl:26])[C:21]=3[Cl:27])=[CH:13][C:12]([C:28]3[CH:29]=[N:30][CH:31]=[CH:32][CH:33]=3)=[CH:11][N:10]=2)=CC=1>C(O)(C(F)(F)F)=O>[Cl:27][C:21]1[C:22]([Cl:26])=[CH:23][CH:24]=[CH:25][C:20]=1[C:19]1[S:18][CH:17]=[N:16][C:15]=1[C:14]1[C:9]([NH2:8])=[N:10][CH:11]=[C:12]([C:28]2[CH:29]=[N:30][CH:31]=[CH:32][CH:33]=2)[CH:13]=1. Procedure details: A solution of N-(4-methoxybenzyl)-3-(5-(2,3-dichlorophenyl)thiazol-4-yl)-5-(pyridin-3-yl)pyridin-2-amine (24 mg, 0.046 mmol) in TFA (1 mL) was heated to reflux overnight. The solvent was removed in vacuo and the compound was purified by reversed-phase HPLC to provide 3-(5-(2,3-dichlorophenyl)thiazol-4-yl)-5-(pyridin-3-yl)pyridin-2-amine as a while solid [2.2 mg, 9% yield; LC-MS M+H=399.2; 1H-NMR (300 MHz, methanol-d4) 9.34 (1H, s), 8.57 (1H, dd), 8.41 (1H, d), 8.28 (1H, d), 7.79 (1H, d), 7.71 (1... Starting materials: CC(C)([O-])C.[K+] (Potassium tert-butoxide), ClC1=NC=CC=C1C(CCO)O (1-(2-chloropyridin-3-yl)propane-1,3-diol). Run in C(C)(C)(C)O (tert-butanol). Product: O1CCC(C=2C1=NC=CC2)O (3,4-Dihydro-2H-pyrano[2,3-b]pyridin-4-ol). Isolated yield 88.7%. Reaction SMILES: CC(C)([O-])C.[K+].Cl[C:8]1[C:13]([CH:14]([OH:18])[CH2:15][CH2:16][OH:17])=[CH:12][CH:11]=[CH:10][N:9]=1>C(O)(C)(C)C>[O:17]1[C:8]2=[N:9][CH:10]=[CH:11][CH:12]=[C:13]2[CH:14]([OH:18])[CH2:15][CH2:16]1 |f:0.1|. Reported procedure: Potassium tert-butoxide (0.88 g) was added to a solution of 1-(2-chloropyridin-3-yl)propane-1,3-diol (0.49 g) in tert-butanol and the solution was heated at reflux for 3 hr, allowed to cool to RT, quenched via the addition al of sat. NH4Cl (2 mL), solvents reduced then silica gel added and remaining solvents removed in vacuo. The material was added to a silica gel column that was eluted with EtOAc and 1% MeOH/EtOAc to yield the titled product (0.35 g) NMR CDCl3 1H δ 8.1 (dd, 1H), 7.7 (dd, 1H), 6... The reactants are Cc1ccccc1, O=Cc1cc(-c2cccs2)[nH]c1-c1cccs1, COC(=O)C=P(c1ccccc1)(c1ccccc1)c1ccccc1. Yields the product COC(=O)C=Cc1cc(-c2cccs2)[nH]c1-c1cccs1. As a reaction SMILES: [CH3:42][c:43]1[cH:44][cH:45][cH:46][cH:47][cH:48]1.[CH:1](=[O:2])[c:3]1[c:4](-[c:13]2[s:14][cH:15][cH:16][cH:17]2)[nH:5][c:6](-[c:8]2[s:9][cH:10][cH:11][cH:12]2)[cH:7]1.[c:18]1([P:19]([c:20]2[cH:21][cH:22][cH:23][cH:24][cH:25]2)([c:26]2[cH:27][cH:28][cH:29][cH:30][cH:31]2)=[CH:37][C:38](=[O:39])[O:40][CH3:41])[cH:32][cH:33][cH:34][cH:35][cH:36]1>>[CH:1]([c:3]1[c:4](-[c:13]2[s:14][cH:15][cH:16][cH:17]2)[nH:5][c:6](-[c:8]2[s:9][cH:10][cH:11][cH:12]2)[cH:7]1)=[CH:37][C:38](=[O:39])[O:40][CH3:41]. Reactants: ClC1=CC=C(CN2CCC(CC2)CNC(CN)=O)C=C1 (1-(4-chlorobenzyl)-4-((glycylamino)methyl}piperidine), C1CCNCC1 ((piperidinomethyl)polystyrene), C(C)(C)C1=CC=C(C=C1)S(=O)(=O)Cl (4-isopropylbenzenesulfonyl chloride), N ((Aminomethyl)polystyrene), S(=O)(=O)(Cl)Cl (sulfonyl chloride). Solvent: C(Cl)(Cl)Cl (CHCl3). Run at temperature 25 celsius, time 16 hour. Product: ClC1=CC=C(CN2CCC(CC2)CNC(CNS(=O)(=O)C2=CC=C(C=C2)C(C)C)=O)C=C1 (1-(4-chlorobenzyl)-4-[{(4-isopropylphenylsulfonyl)glycyl}aminomethyl]piperidine). As a reaction SMILES: [Cl:1][C:2]1[CH:20]=[CH:19][C:5]([CH2:6][N:7]2[CH2:12][CH2:11][CH:10]([CH2:13][NH:14][C:15](=[O:18])[CH2:16][NH2:17])[CH2:9][CH2:8]2)=[CH:4][CH:3]=1.C1CCNCC1.[CH:27]([C:30]1[CH:35]=[CH:34][C:33]([S:36](Cl)(=[O:38])=[O:37])=[CH:32][CH:31]=1)([CH3:29])[CH3:28].N.S(Cl)(Cl)(=O)=O>C(Cl)(Cl)Cl>[Cl:1][C:2]1[CH:20]=[CH:19][C:5]([CH2:6][N:7]2[CH2:8][CH2:9][CH:10]([CH2:13][NH:14][C:15](=[O:18])[CH2:16][NH:17][S:36]([C:33]3[CH:34]=[CH:35][C:30]([CH:27]([CH3:29])[CH3:28])=[CH:31][CH:32]=3)(=[O:38])=[O:37])[CH2:11][CH2:12]2)=[CH:4][CH:3]=1. Procedure details: A solution of 1-(4-chlorobenzyl)-4-((glycylamino)methyl}piperidine (14.8 mg, 0.05 mmol) in CHCl3 (2 mL) was treated with (piperidinomethyl)polystyrene resin (28 mg, 2.8 mmol/g), 4-isopropylbenzenesulfonyl chloride (1.5 equiv.) and stirred at 25° C. for 16 h. (Aminomethyl)polystyrene was added to scavenge the residual sulfonyl chloride and the reaction mixture was stirred at 25° C. for 16 h. Filtration and concentration afforded 1-(4-chlorobenzyl)-4-[{(4-isopropylphenylsulfonyl)glycyl}aminomethyl... Solvent: N1=CC=CC=C1 (pyridine). As a reaction SMILES: [CH2:1]([N:8]1[CH2:13][C@H:12]([CH3:14])[NH:11][CH2:10][C@H:9]1[CH3:15])[C:2]1[CH:7]=[CH:6][CH:5]=[CH:4][CH:3]=1.F[C:17]1[CH:24]=[CH:23][C:20]([C:21]#[N:22])=[C:19]([C:25]([F:28])([F:27])[F:26])[CH:18]=1>N1C=CC=CC=1>[CH2:1]([N:8]1[C@H:9]([CH3:15])[CH2:10][N:11]([C:17]2[CH:24]=[CH:23][C:20]([C:21]#[N:22])=[C:19]([C:25]([F:26])([F:28])[F:27])[CH:18]=2)[C@@H:12]([CH3:14])[CH2:13]1)[C:2]1[CH:7]=[CH:6][CH:5]=[CH:4][CH:3]=1. Conditions: temperature 90 celsius, time 2 day. Procedure: A 15 ml portion of pyridine solution containing 0.63 g of (2R,5S)-1-benzyl-2,5-dimethylpiperazine was mixed with 0.7 g of 4-fluoro-2-trifluoromethylbenzonitrile and stirred at 90° C. for 2 days. The reaction mixture was concentrated and the residue was purified by a silica gel column chromatography to obtain the title compound from n-hexane-ethyl acetate (9:2, v/v) as a white solid. Product: C(C1=CC=CC=C1)N1C[C@@H](N(C[C@H]1C)C1=CC(=C(C#N)C=C1)C(F)(F)F)C ((2S,5R)-4-(4-Benzyl-2,5-dimethylpiperazin-1-yl)-2-trifluoromethylbenzonitrile). Starting materials: C(C1=CC=CC=C1)N1[C@@H](CN[C@H](C1)C)C ((2R,5S)-1-benzyl-2,5-dimethylpiperazine), FC1=CC(=C(C#N)C=C1)C(F)(F)F (4-fluoro-2-trifluoromethylbenzonitrile). Starting materials: CCO, [H][H], [N-]=[N+]=Nc1cncc(C(=O)N2CCC(N3CCC(n4c(=O)[nH]c5ccccc54)CC3)CC2)n1. Product: Nc1cncc(C(=O)N2CCC(N3CCC(n4c(=O)[nH]c5ccccc54)CC3)CC2)n1. Reaction SMILES: [CH3:36][CH2:37][OH:38].[H:34][H:35].[N:1](=[N+:2]=[N-:3])[c:4]1[cH:5][n:6][cH:7][c:8]([C:10](=[O:11])[N:12]2[CH2:13][CH2:14][CH:15]([N:18]3[CH2:19][CH2:20][CH:21]([n:24]4[c:25](=[O:33])[nH:26][c:27]5[c:28]4[cH:29][cH:30][cH:31][cH:32]5)[CH2:22][CH2:23]3)[CH2:16][CH2:17]2)[n:9]1>>[NH2:1][c:4]1[cH:5][n:6][cH:7][c:8]([C:10](=[O:11])[N:12]2[CH2:13][CH2:14][CH:15]([N:18]3[CH2:19][CH2:20][CH:21]([n:24]4[c:25](=[O:33])[nH:26][c:27]5[c:28]4[cH:29][cH:30][cH:31][cH:32]5)[CH2:22][CH2:23]3)[CH2:16][CH2:17]2)[n:9]1. Reactants: ClCC(=O)CCl (1,3-dichloroacetone), NC1=NC=C(N=C1N(C)C)Br (2-amino-5-bromo-3-dimethylaminopyrazine). The product is BrC=1N=C(C=2N(C1)C=C(N2)CCl)N(C)C (6-bromo-2-chloromethyl-8-dimethylaminoimidazo[1,2-a]pyrazine). As a reaction SMILES: [Cl:1][CH2:2][C:3]([CH2:5]Cl)=O.[NH2:7][C:8]1[C:13]([N:14]([CH3:16])[CH3:15])=[N:12][C:11]([Br:17])=[CH:10][N:9]=1>>[Br:17][C:11]1[N:12]=[C:13]([N:14]([CH3:16])[CH3:15])[C:8]2[N:9]([CH:5]=[C:3]([CH2:2][Cl:1])[N:7]=2)[CH:10]=1. Procedure details: 1.17 g (9.2 mmol) of 1,3-dichloroacetone is added dropwise to a solution of 2 g (9.2 mmol) of 2-amino-5-bromo-3-dimethylaminopyrazine. After 3 hours under reflux, the alcohol is evaporated off under reduced pressure and the residue taken up with water, alkalinized and extracted with dichloromethane. After purification by chromatography, 6-bromo-2-chloromethyl-8-dimethylaminoimidazo[1,2-a]pyrazine is obtained.